describe an organic reaction: reactants, conditions, products, and yield From a dataset of the Open Reaction Database (ORD), a public repository of structured organic reaction records. The reactants are N1CCC2(CC1)CSC1=C(O2)C2=CC=CC=C2C(C1=O)=O (spiro[naphtho[1,2-b][1,4]oxathiine-2,4′-piperidine]-5,6-dione), C(C)(C)(C)C1=CC=C(OC[C@@H]2OC2)C=C1 ((2R)-2-[(4-tert-butylphenoxy)methyl]oxirane). Yields the product C(C)(C)(C)C1=CC=C(OC[C@@H](CN2CCC3(CC2)CSC2=C(O3)C3=CC=CC=C3C(C2=O)=O)O)C=C1 (1′-[(2R)-3-(4-tert-butylphenoxy)-2-hydroxypropyl]spiro[naphtho[1,2-b][1,4]oxathiine-2,4′-piperidine]-5,6-dione). As a reaction SMILES: [NH:1]1[CH2:6][CH2:5][C:4]2([O:11][C:10]3[C:12]4[C:17]([C:18](=[O:21])[C:19](=[O:20])[C:9]=3[S:8][CH2:7]2)=[CH:16][CH:15]=[CH:14][CH:13]=4)[CH2:3][CH2:2]1.[C:22]([C:26]1[CH:36]=[CH:35][C:29]([O:30][CH2:31][C@H:32]2[CH2:34][O:33]2)=[CH:28][CH:27]=1)([CH3:25])([CH3:24])[CH3:23]>>[C:22]([C:26]1[CH:36]=[CH:35][C:29]([O:30][CH2:31][C@H:32]([OH:33])[CH2:34][N:1]2[CH2:2][CH2:3][C:4]3([O:11][C:10]4[C:12]5[C:17]([C:18](=[O:21])[C:19](=[O:20])[C:9]=4[S:8][CH2:7]3)=[CH:16][CH:15]=[CH:14][CH:13]=5)[CH2:5][CH2:6]2)=[CH:28][CH:27]=1)([CH3:23])([CH3:24])[CH3:25]. Procedure: Compound 185 was synthesized using spiro[naphtho[1,2-b][1,4]oxathiine-2,4′-piperidine]-5,6-dione, (2R)-2-[(4-tert-butylphenoxy)methyl]oxirane and conditions outlined in procedure Y. M.p.=150-152° C.; 400 MHz 1H NMR (DMSO-d6) δ: 7.89 (d, J=7.2 Hz, 1H), 7.79 (m, 2H), 7.56 (m, 1H), 7.28 (d, J=8 Hz, 2H), 6.85 (d, J=8 Hz, 2H), 4.84 (s, 1H), 3.94 (m, 2H), 3.85 (m, 1H), 3.07 (s, 2H), 2.80 (m, 2H), 2.45 (m, 4H), 1.99 (m, 2H), 1.82 (m, 2H); LCMS: 508 [M+H]; enantiomeric excess determined from chiral HPLC... Reactants: ClC(=O)OCC (ethyl chloroformate), NC1=C(C(=O)NCC2=CC=C(C=C2)OC)C=CC=N1 (2-Amino-N-(4-methoxybenzyl)nicotinamide), O (water). Solvent: N1=CC=CC=C1 (pyridine). Yields the product O=C1NC2=CC=CC=C2C(N1CC1=CC=C(C=C1)OC)=O (2,4-Dioxo-3-(4-methoxybenzyl)-1,2,3,4-tetrahydroquinazoline). The yield is 98.0%. As a reaction SMILES: N[C:2]1[N:19]=[CH:18][CH:17]=[CH:16][C:3]=1[C:4]([NH:6][CH2:7][C:8]1[CH:13]=[CH:12][C:11]([O:14][CH3:15])=[CH:10][CH:9]=1)=[O:5].ClC(O[CH2:24][CH3:25])=O.[OH2:26]>N1C=CC=CC=1>[O:26]=[C:18]1[N:6]([CH2:7][C:8]2[CH:9]=[CH:10][C:11]([O:14][CH3:15])=[CH:12][CH:13]=2)[C:4](=[O:5])[C:3]2[C:2](=[CH:24][CH:25]=[CH:17][CH:16]=2)[NH:19]1. Reported procedure: (Method 2) 2-Amino-N-(methoxybenzyl)benzamide (23.6 g) was dissolved in pyridine (150 ml) and treated dropwise with ethyl chloroformate (10.6 ml) with stirring and cooling on ice. The reaction mixture was stirred at room temperature for 8 hours, and then heated under reflux for 18.5 hours. After cooling followed by pouring into an iced water followed by the treatment similar to that in Method 1, the title compound (25.5 g, 98%) was obtained as a colorless crystal.